Task: describe an organic reaction: reactants, conditions, products, and yield. Dataset: the Open Reaction Database (ORD), a public repository of structured organic reaction records Reactants: CCCN, COC(=O)CCc1ccc(CCCOS(=O)(=O)c2ccccc2)cc1, CN(C)C=O. Yields the product CCCNCCCc1ccc(CCC(=O)OC)cc1. As a reaction SMILES: [CH2:26]([CH2:27][CH3:28])[NH2:29].[CH3:1][O:2][C:3]([CH2:4][CH2:5][c:6]1[cH:7][cH:8][c:9]([CH2:12][CH2:13][CH2:14][O:15][S:16]([c:17]2[cH:18][cH:19][cH:20][cH:21][cH:22]2)(=[O:23])=[O:24])[cH:10][cH:11]1)=[O:25].[O:30]=[CH:31][N:32]([CH3:33])[CH3:34]>>[CH3:1][O:2][C:3]([CH2:4][CH2:5][c:6]1[cH:7][cH:8][c:9]([CH2:12][CH2:13][CH2:14][NH:29][CH2:26][CH2:27][CH3:28])[cH:10][cH:11]1)=[O:25]. Reactants: CC(C)(C)C(=O)Cl, CN(C)c1ccncc1, Cl, COc1ccc(C=CC(=O)c2c(O)cc(OC)cc2OC)cc1, c1ccncc1. Product: COc1ccc(C=CC(=O)c2c(OC)cc(OC)cc2OC(=O)C(C)(C)C)cc1. RXN SMILES: [C:24]([C:25]([CH3:26])([CH3:27])[CH3:28])(=[O:29])[Cl:30].[CH3:38][N:39]([CH3:40])[c:41]1[cH:42][cH:43][n:44][cH:45][cH:46]1.[ClH:31].[OH:1][c:2]1[c:3]([C:4]([CH:5]=[CH:6][c:7]2[cH:8][cH:9][c:10]([O:13][CH3:14])[cH:11][cH:12]2)=[O:15])[c:16]([O:22][CH3:23])[cH:17][c:18]([O:20][CH3:21])[cH:19]1.[cH:32]1[cH:33][cH:34][n:35][cH:36][cH:37]1>>[O:1]([c:2]1[c:3]([C:4]([CH:5]=[CH:6][c:7]2[cH:8][cH:9][c:10]([O:13][CH3:14])[cH:11][cH:12]2)=[O:15])[c:16]([O:22][CH3:23])[cH:17][c:18]([O:20][CH3:21])[cH:19]1)[C:24]([C:25]([CH3:26])([CH3:27])[CH3:28])=[O:29]. Starting materials: C([O-])([O-])=O.[Cs+].[Cs+] (cesium carbonate), BrC=1C=CC(=NC1OCC1CC1)C(=O)O (5-bromo-6-(cyclopropylmethoxy)-pyridine-2-carboxylic acid), CC1NCCC1 (2-methylpyrrolidine), C1(=CC=CC=C1)P(C1=C(C2=CC=CC=C2C=C1)C1=C(C=CC2=CC=CC=C12)P(C1=CC=CC=C1)C1=CC=CC=C1)C1=CC=CC=C1 ((+)-2,2′-bis(diphenylphosphino)-1,1′-binaphthyl). The reagents and catalysts are C=1C=CC(=CC1)/C=C/C(=O)/C=C/C2=CC=CC=C2.C=1C=CC(=CC1)/C=C/C(=O)/C=C/C2=CC=CC=C2.C=1C=CC(=CC1)/C=C/C(=O)/C=C/C2=CC=CC=C2.[Pd].[Pd] (tris-(dibenzylidene-acetone)dipalladium). The solvent is C1(=CC=CC=C1)C (toluene). Product: C1(CC1)COC1=C(C=CC(=N1)C(=O)O)N1C(CCC1)C (6-Cyclopropylmethoxy-5-(2-methyl-pyrrolidin-1-yl)-pyridine-2-carboxylic acid). The yield is 36.2%. As a reaction SMILES: Br[C:2]1[CH:3]=[CH:4][C:5]([C:13]([OH:15])=[O:14])=[N:6][C:7]=1[O:8][CH2:9][CH:10]1[CH2:12][CH2:11]1.[CH3:16][CH:17]1[CH2:21][CH2:20][CH2:19][NH:18]1.C1(P(C2C=CC=CC=2)C2C=CC3C(=CC=CC=3)C=2C2C3C(=CC=CC=3)C=CC=2P(C2C=CC=CC=2)C2C=CC=CC=2)C=CC=CC=1.C(=O)([O-])[O-].[Cs+].[Cs+]>C1(C)C=CC=CC=1.C1C=CC(/C=C/C(/C=C/C2C=CC=CC=2)=O)=CC=1.C1C=CC(/C=C/C(/C=C/C2C=CC=CC=2)=O)=CC=1.C1C=CC(/C=C/C(/C=C/C2C=CC=CC=2)=O)=CC=1.[Pd].[Pd]>[CH:10]1([CH2:9][O:8][C:7]2[N:6]=[C:5]([C:13]([OH:15])=[O:14])[CH:4]=[CH:3][C:2]=2[N:18]2[CH2:19][CH2:20][CH2:21][CH:17]2[CH3:16])[CH2:12][CH2:11]1 |f:3.4.5,7.8.9.10.11|. Procedure details: Under an atmosphere of nitrogen, a solution of 5-bromo-6-(cyclopropylmethoxy)-pyridine-2-carboxylic acid (Example 9 d, 0.4 g, 1.5 mmol), 2-methylpyrrolidine (CAN 765-38-8, 188 mg, 2.2 mmol), R)-(+)-2,2′-bis(diphenylphosphino)-1,1′-binaphthyl (CAN 76189-55-4, 183 mg, 0.3 mmol), tris-(dibenzylidene-acetone)dipalladium (CAN 51364-51-3, 135 mg, 0.15 mmol) and cesium carbonate (1.9 g, 6 mmol) in toluene (50 mL) was heated to 90° C. overnight. The reaction mixture was concentrated under reduced pressu... Reactants: C(C)OC([C@H](CC1=CC=C(C=C1)OCCCOC1=CC=C(C=C1)CC1=CC=CC=C1)OCC)=O ((S)-3-{4-[3-(4-Benzyl-phenoxy)-propoxy]-phenyl}-2-ethoxy-propionic acid ethyl ester), [Li+].[OH-] (LiOH). Procedure: The title compound was prepared from (S)-3-{4-[3-(4-Benzyl-phenoxy)-propoxy]-phenyl}-2-ethoxy-propionic acid ethyl ester by the standard hydrolysis procedure C (LiOH). MS(ES) for C27H30O5 [M−H]−: 433.1 As a reaction SMILES: C([O:3][C:4](=[O:34])[C@@H:5]([O:31][CH2:32][CH3:33])[CH2:6][C:7]1[CH:12]=[CH:11][C:10]([O:13][CH2:14][CH2:15][CH2:16][O:17][C:18]2[CH:23]=[CH:22][C:21]([CH2:24][C:25]3[CH:30]=[CH:29][CH:28]=[CH:27][CH:26]=3)=[CH:20][CH:19]=2)=[CH:9][CH:8]=1)C.[Li+].[OH-]>>[CH2:24]([C:21]1[CH:22]=[CH:23][C:18]([O:17][CH2:16][CH2:15][CH2:14][O:13][C:10]2[CH:9]=[CH:8][C:7]([CH2:6][C@H:5]([O:31][CH2:32][CH3:33])[C:4]([OH:34])=[O:3])=[CH:12][CH:11]=2)=[CH:19][CH:20]=1)[C:25]1[CH:30]=[CH:29][CH:28]=[CH:27][CH:26]=1 |f:1.2|. Product: C(C1=CC=CC=C1)C1=CC=C(OCCCOC2=CC=C(C=C2)C[C@@H](C(=O)O)OCC)C=C1 ((2S)-3-{4-[3-(4-Benzyl-phenoxy)-propoxy]-phenyl}-2-ethoxy-propionic acid). Reactants: anhydride, C(C)(C)(C)OC([C@@H](N)CCC(N)=O)=O (L-glutamine t-butyl ester), N1[C@@H](CCC1=O)C(=O)O (L-pyroglutamic acid), C(C(C)(C)C)(=O)Cl (pivaloyl chloride). The product is N1[C@@H](CCC1=O)C(=O)N[C@@H](CCC(N)=O)C(=O)O (L-pyroglutamyl-L-glutamine). RXN SMILES: [NH:1]1[C:5](=[O:6])[CH2:4][CH2:3][C@H:2]1[C:7]([OH:9])=O.C(Cl)(=O)C(C)(C)C.C([O:21][C:22](=[O:30])[C@H:23]([CH2:25][CH2:26][C:27](=[O:29])[NH2:28])[NH2:24])(C)(C)C>>[NH:1]1[C:5](=[O:6])[CH2:4][CH2:3][C@H:2]1[C:7]([NH:24][C@H:23]([C:22]([OH:30])=[O:21])[CH2:25][CH2:26][C:27](=[O:29])[NH2:28])=[O:9]. Procedure details: A mixed anhydride from L-pyroglutamic acid 9 and pivaloyl chloride was coupled with L-glutamine t-butyl ester 10 followed by acidic workup to yield L-pyroglutamyl-L-glutamine 7 (Equation 2). This dipeptide was purified by reversed phase HPLC using a gradient system of acetonitrile/H2O. The reactants are CN(C)CC1=CC=C(O1)CSCCN (2-(5-dimethylaminomethyl-2-furylmethylthio)ethylamine), [N+](=O)([O-])NC1=NC=C(C(N1)=O)CC1=CC(=NC=C1)OC (2-nitroamino-5-(2-methoxy-4-pyridylmethyl)-4-pyrimidone). Solvent: C(C)O (ethanol). Yields the product CN(C)CC1=CC=C(O1)CSCCNC1=NC=C(C(N1)=O)CC1=CC(=NC=C1)OC (2-[2-(5-dimethylaminomethyl-2-furylmethylthio)ethylamino]-5-(2-methoxy-4-pyridylmethyl)-4-pyrimidone). As a reaction SMILES: [CH3:1][N:2]([CH2:4][C:5]1[O:9][C:8]([CH2:10][S:11][CH2:12][CH2:13][NH2:14])=[CH:7][CH:6]=1)[CH3:3].[N+](N[C:19]1[NH:24][C:23](=[O:25])[C:22]([CH2:26][C:27]2[CH:32]=[CH:31][N:30]=[C:29]([O:33][CH3:34])[CH:28]=2)=[CH:21][N:20]=1)([O-])=O>C(O)C>[CH3:3][N:2]([CH2:4][C:5]1[O:9][C:8]([CH2:10][S:11][CH2:12][CH2:13][NH:14][C:19]2[NH:24][C:23](=[O:25])[C:22]([CH2:26][C:27]3[CH:32]=[CH:31][N:30]=[C:29]([O:33][CH3:34])[CH:28]=3)=[CH:21][N:20]=2)=[CH:7][CH:6]=1)[CH3:1]. Reported procedure: A mixture of 2-(5-dimethylaminomethyl-2-furylmethylthio)ethylamine (2.50 g), 2-nitroamino-5-(2-methoxy-4-pyridylmethyl)-4-pyrimidone (2.77 g) and ethanol (15 ml) was boiled under reflux for 19 hours and evaporated. The residue was triturated with hot water to leave 2-[2-(5-dimethylaminomethyl-2-furylmethylthio)ethylamino]-5-(2-methoxy-4-pyridylmethyl)-4-pyrimidone. A mixture of this pyrimidone (3.04 g), 2 N hydrogen chloride in ethanol (20 ml) and ethanol (80 ml) was boiled under reflux for 48 h...